From a dataset of the Open Reaction Database (ORD), a public repository of structured organic reaction records. describe an organic reaction: reactants, conditions, products, and yield Starting materials: C=CCN=C=S, COCc1ccccn1, Cl, O, [Li]c1ccccc1, c1ccccc1. Yields the product C=CCNC(=S)C(OC)c1ccccn1. Reaction SMILES: [CH2:17]([CH:18]=[CH2:19])[N:20]=[C:21]=[S:22].[CH3:1][O:2][CH2:3][c:4]1[n:5][cH:6][cH:7][cH:8][cH:9]1.[ClH:23].[OH2:24].[c:10]1([Li:11])[cH:12][cH:13][cH:14][cH:15][cH:16]1.[cH:25]1[cH:26][cH:27][cH:28][cH:29][cH:30]1>>[CH3:1][O:2][CH:3]([c:4]1[n:5][cH:6][cH:7][cH:8][cH:9]1)[C:21]([NH:20][CH2:17][CH:18]=[CH2:19])=[S:22].